From a dataset of the Open Reaction Database (ORD), a public repository of structured organic reaction records. describe an organic reaction: reactants, conditions, products, and yield Reactants: C1(=CC=CC=C1)B(O)O (Phenylboronic acid), P(=O)([O-])([O-])[O-].[K+].[K+].[K+] (Potassium phosphate), IC=1C=C(C=CC1)N(C1=NN=C(O1)C(=O)N(COCC[Si](C)(C)C)C=1C=NC(=CC1)N1CCOCC1)COCC[Si](C)(C)C (5-((3-iodophenyl){[2-(trimethylsilyl)ethoxy]methyl}amino)-N-(6-morpholin-4-ylpyridin-3-yl)-N-{[2-(trimethylsilyl)ethoxy]methyl}-1,3,4-oxadiazole-2-carboxamide), C1(=CC=CC=C1)B(O)O (phenylboronic acid). Reagents/catalysts: C=1C=CC(=CC1)[P](C=2C=CC=CC2)(C=3C=CC=CC3)[Pd]([P](C=4C=CC=CC4)(C=5C=CC=CC5)C=6C=CC=CC6)([P](C=7C=CC=CC7)(C=8C=CC=CC8)C=9C=CC=CC9)[P](C=1C=CC=CC1)(C=1C=CC=CC1)C=1C=CC=CC1 (tetrakis(triphenylphosphine)palladium), C=1C=CC(=CC1)[P](C=2C=CC=CC2)(C=3C=CC=CC3)[Pd]([P](C=4C=CC=CC4)(C=5C=CC=CC5)C=6C=CC=CC6)([P](C=7C=CC=CC7)(C=8C=CC=CC8)C=9C=CC=CC9)[P](C=1C=CC=CC1)(C=1C=CC=CC1)C=1C=CC=CC1 (Tetrakis(triphenylphosphine)palladium). The solvent is CN(C)C=O (DMF). Run at temperature 80 celsius. Yields the product C1(=CC(=CC=C1)N(C1=NN=C(O1)C(=O)N(COCC[Si](C)(C)C)C=1C=NC(=CC1)N1CCOCC1)COCC[Si](C)(C)C)C1=CC=CC=C1 (5-(biphenyl-3-yl{[2-(trimethylsilyl)ethoxy]methyl}amino)-N-(6-morpholin-4-ylpyridin-3-yl)-N-{[2-(trimethylsilyl)ethoxy]methyl}-1,3,4-oxadiazole-2-carboxamide). The yield is 84.8%. As a reaction SMILES: P([O-])([O-])([O-])=O.[K+].[K+].[K+].I[C:10]1[CH:11]=[C:12]([N:16]([CH2:45][O:46][CH2:47][CH2:48][Si:49]([CH3:52])([CH3:51])[CH3:50])[C:17]2[O:21][C:20]([C:22]([N:24]([C:33]3[CH:34]=[N:35][C:36]([N:39]4[CH2:44][CH2:43][O:42][CH2:41][CH2:40]4)=[CH:37][CH:38]=3)[CH2:25][O:26][CH2:27][CH2:28][Si:29]([CH3:32])([CH3:31])[CH3:30])=[O:23])=[N:19][N:18]=2)[CH:13]=[CH:14][CH:15]=1.[C:53]1(B(O)O)[CH:58]=[CH:57][CH:56]=[CH:55][CH:54]=1>CN(C=O)C.C1C=CC([P]([Pd]([P](C2C=CC=CC=2)(C2C=CC=CC=2)C2C=CC=CC=2)([P](C2C=CC=CC=2)(C2C=CC=CC=2)C2C=CC=CC=2)[P](C2C=CC=CC=2)(C2C=CC=CC=2)C2C=CC=CC=2)(C2C=CC=CC=2)C2C=CC=CC=2)=CC=1>[C:10]1([C:53]2[CH:58]=[CH:57][CH:56]=[CH:55][CH:54]=2)[CH:15]=[CH:14][CH:13]=[C:12]([N:16]([CH2:45][O:46][CH2:47][CH2:48][Si:49]([CH3:52])([CH3:51])[CH3:50])[C:17]2[O:21][C:20]([C:22]([N:24]([C:33]3[CH:34]=[N:35][C:36]([N:39]4[CH2:44][CH2:43][O:42][CH2:41][CH2:40]4)=[CH:37][CH:38]=3)[CH2:25][O:26][CH2:27][CH2:28][Si:29]([CH3:32])([CH3:31])[CH3:30])=[O:23])=[N:19][N:18]=2)[CH:11]=1 |f:0.1.2.3,^1:70,72,91,110|. Procedure details: Potassium phosphate (214 mg, 1.01 mmol) was added to 5-((3-iodophenyl){[2-(trimethylsilyl)ethoxy]methyl}amino)-N-(6-morpholin-4-ylpyridin-3-yl)-N-{[2-(trimethylsilyl)ethoxy]methyl}-1,3,4-oxadiazole-2-carboxamide (190 mg, 0.25 mmol) and phenylboronic acid (37 mg, 0.30 mmol) in DMF (3 mL) and the mixture was degassed. Tetrakis(triphenylphosphine)palladium (29 mg, 0.03 mmol) was added and the mixture was heated to 80° C. for 90 minutes. Phenylboronic acid (8 mg, 0.06 mmol) and tetrakis(triphenylpho... The reactants are CC(C)(C)OC(=O)N1CCC(C(=O)Nc2cccc(-c3nn(C4CCCCO4)c4ccc(C#N)cc34)c2)CC1, CCO, Cl, [Na+], [OH-], O, OO. The product is CC(C)(C)OC(=O)N1CCC(C(=O)Nc2cccc(-c3nn(C4CCCCO4)c4ccc(C(N)=O)cc34)c2)CC1. Reaction SMILES: [C:1](#[N:2])[c:3]1[cH:4][c:5]2[c:6](-[c:18]3[cH:19][c:20]([NH:24][C:25](=[O:26])[CH:27]4[CH2:28][CH2:29][N:30]([C:33](=[O:34])[O:35][C:36]([CH3:37])([CH3:38])[CH3:39])[CH2:31][CH2:32]4)[cH:21][cH:22][cH:23]3)[n:7][n:8]([CH:12]3[O:13][CH2:14][CH2:15][CH2:16][CH2:17]3)[c:9]2[cH:10][cH:11]1.[CH3:45][CH2:46][OH:47].[ClH:44].[Na+:43].[OH-:42].[OH2:48].[OH:40][OH:41]>>[C:1]([NH2:2])([c:3]1[cH:4][c:5]2[c:6](-[c:18]3[cH:19][c:20]([NH:24][C:25](=[O:26])[CH:27]4[CH2:28][CH2:29][N:30]([C:33](=[O:34])[O:35][C:36]([CH3:37])([CH3:38])[CH3:39])[CH2:31][CH2:32]4)[cH:21][cH:22][cH:23]3)[n:7][n:8]([CH:12]3[O:13][CH2:14][CH2:15][CH2:16][CH2:17]3)[c:9]2[cH:10][cH:11]1)=[O:40]. Starting materials: CCO, [H][H], CC(=O)NC(=Cc1ccccc1)C(=O)O. Product: CC(=O)NC(Cc1ccccc1)C(=O)O. As a reaction SMILES: [CH3:18][CH2:19][OH:20].[H:16][H:17].[NH:1]([C:2](=[O:3])[CH3:4])[C:5]([C:6](=[O:7])[OH:8])=[CH:9][c:10]1[cH:11][cH:12][cH:13][cH:14][cH:15]1>>[NH:1]([C:2](=[O:3])[CH3:4])[CH:5]([C:6](=[O:7])[OH:8])[CH2:9][c:10]1[cH:11][cH:12][cH:13][cH:14][cH:15]1. Reactants: solid, Cl.Cl.Cl.O1COC2=C1C=CC=C2N2CCN(CC2)CC[C@@H]2CC[C@H](CC2)N (Trans-4-[2-(4-Benzo[1,3]dioxol-4-yl-piperazin-1-yl)-ethyl]-cyclohexylamine trihydrochloride), Cl.Cl.Cl.O1COC2=C1C=CC=C2N2CCN(CC2)CC[C@@H]2CC[C@H](CC2)N (Trans-4-[2-(4-Benzo[1,3]dioxol-4-yl-piperazin-1-yl)-ethyl]-cyclohexylamine trihydrochloride), CO[C@@H]1CC[C@H](CC1)CC(=O)O ((trans-4-Methoxycyclohexyl)acetic acid). Product: O1COC2=C1C=CC=C2N2CCN(CC2)CCC2CCC(CC2)NC(C[C@@H]2CC[C@H](CC2)OC)=O (Trans-N-{4-[2-(4-Benzo[1,3]dioxol-4-yl-piperazin-1-yl)-ethyl]-cyclohexyl}-2-(4-methoxy-cyclohexyl)-acetamide). RXN SMILES: Cl.Cl.Cl.[O:4]1[C:8]2[CH:9]=[CH:10][CH:11]=[C:12]([N:13]3[CH2:18][CH2:17][N:16]([CH2:19][CH2:20][C@H:21]4[CH2:26][CH2:25][C@H:24]([NH2:27])[CH2:23][CH2:22]4)[CH2:15][CH2:14]3)[C:7]=2[O:6][CH2:5]1.[CH3:28][O:29][C@H:30]1[CH2:35][CH2:34][C@H:33]([CH2:36][C:37](O)=[O:38])[CH2:32][CH2:31]1>>[O:4]1[C:8]2[CH:9]=[CH:10][CH:11]=[C:12]([N:13]3[CH2:18][CH2:17][N:16]([CH2:19][CH2:20][CH:21]4[CH2:26][CH2:25][CH:24]([NH:27][C:37](=[O:38])[CH2:36][C@H:33]5[CH2:34][CH2:35][C@H:30]([O:29][CH3:28])[CH2:31][CH2:32]5)[CH2:23][CH2:22]4)[CH2:15][CH2:14]3)[C:7]=2[O:6][CH2:5]1 |f:0.1.2.3|. Procedure: The title compound, white solid (27.1 mg, 68.4%), MS (ISP) m/z=486.4 [(M+H)+], was prepared in accordance with the general method of example 1 from Trans-4-[2-(4-Benzo[1,3]dioxol-4-yl-piperazin-1-yl)-ethyl]-cyclohexylamine hydrochloride (Intermediate A) (30 mg, 81.5 mmol) and (trans-4-Methoxycyclohexyl)acetic acid (synthesized as described in W2009/013212 p. 73). The reactants are C(C)(=O)NC1CN(CCN(C1)CC1=CC=CC=C1)C (6-Acetylamino-1-benzyl-4-methylhexahydro-1H-1,4-diazepine), C(C)O (ethanol). The reagents and catalysts are [Pd] (palladium on carbon). The solvent is C(C)(=O)O (acetic acid). The product is C(C)(=O)[O-] (acetate), C(C)(=O)NC1CNCCN(C1)C (6-acetylamino-1-methylhexahydro-1H-1,4-diazepine). RXN SMILES: [C:1]([NH:4][CH:5]1[CH2:11][N:10](CC2C=CC=CC=2)[CH2:9][CH2:8][N:7]([CH3:19])[CH2:6]1)(=[O:3])[CH3:2].C([OH:22])C>C(O)(=O)C.[Pd]>[C:1]([O-:3])(=[O:22])[CH3:2].[C:1]([NH:4][CH:5]1[CH2:6][N:7]([CH3:19])[CH2:8][CH2:9][NH:10][CH2:11]1)(=[O:3])[CH3:2]. Reported procedure: 6-Acetylamino-1-benzyl-4-methylhexahydro-1H-1,4-diazepine (20 g) is dissolved in ethanol (400 ml) and acetic acid (70 ml), and hydrogenated over 10% palladium on carbon (2 g) at about 50° C. After the calculated amount of the hydrogen is absorbed, the catalyst is filtered off. The filtrate is evaporated under reduced pressure to give acetate of the title compound (30 g) as an oil. Reaction SMILES: C([Li])(CC)C.[C:6]([C:10]1[CH:15]=[CH:14][CH:13]=[C:12]([CH:16]([O:19][CH3:20])[O:17][CH3:18])[C:11]=1[O:21][CH2:22][O:23][CH3:24])([CH3:9])([CH3:8])[CH3:7].CN(C)CCN(C)C.CN(C)[CH:35]=[O:36].Cl.[BH4-].[Na+]>C(OCC)C.CO.O>[C:6]([C:10]1[CH:15]=[CH:14][C:13]([CH2:35][OH:36])=[C:12]([CH:16]([O:19][CH3:20])[O:17][CH3:18])[C:11]=1[O:21][CH2:22][O:23][CH3:24])([CH3:9])([CH3:7])[CH3:8] |f:5.6|. Yield: 7.9%. Procedure details: A sec-butyl lithium-1.00M cyclohexane-n-hexane mixture solution (29.8 ml, 29.8 mmol) was added dropwise to a solution of 1-tert-butyl-3-(dimethoxymethyl)-2-(methoxymethoxy)benzene (4.00 g, 14.9 mmol) obtained in Example (10-1) and N,N,N′,N′-tetramethylethylenediamine (4.72 ml, 31.3 mmol) in diethyl ether (100 ml) at −40° C. over 20 minutes. After the reaction mixture was stirred at room temperature for 1 hour, it was cooled to −20° C. and N,N-dimethylformamide (2.30 ml, 31.3 mmol) was added ther... The product is C(C)(C)(C)C1=C(C(=C(C=C1)CO)C(OC)OC)OCOC ([4-tert-butyl-2-(dimethoxymethyl)-3-(methoxymethoxy)phenyl]methanol). Run in CO (methanol), O (water), C(C)OCC (diethyl ether). Reaction conditions: time 1 hour. Reactants: [BH4-].[Na+] (sodium borohydride), CN(C=O)C (N,N-dimethylformamide), C(C)(CC)[Li] (sec-butyl lithium), solution, C(C)(C)(C)C1=C(C(=CC=C1)C(OC)OC)OCOC (1-tert-butyl-3-(dimethoxymethyl)-2-(methoxymethoxy)benzene), CN(CCN(C)C)C (N,N,N′,N′-tetramethylethylenediamine), Cl (hydrochloric acid).